This data is from the Open Reaction Database (ORD), a public repository of structured organic reaction records. The task is: describe an organic reaction: reactants, conditions, products, and yield Reactants: COC(=O)c1ccc(C(F)(F)F)cc1C1CC1, CCO, [Na+], [OH-]. Yields the product O=C(O)c1ccc(C(F)(F)F)cc1C1CC1. Reaction SMILES: [CH3:1][O:2][C:3]([c:4]1[c:5]([CH:14]2[CH2:15][CH2:16]2)[cH:6][c:7]([C:10]([F:11])([F:12])[F:13])[cH:8][cH:9]1)=[O:17].[CH3:20][CH2:21][OH:22].[Na+:19].[OH-:18]>>[O:2]=[C:3]([c:4]1[c:5]([CH:14]2[CH2:15][CH2:16]2)[cH:6][c:7]([C:10]([F:11])([F:12])[F:13])[cH:8][cH:9]1)[OH:17]. Starting materials: CCOC(C)=O, CCN(C(C)C)C(C)C, ClCCl, O=S(=O)(OS(=O)(=O)C(F)(F)F)C(F)(F)F, [Na+], O=C([O-])O, CC1(C)C(=O)c2ccccc2C1O, c1c[nH]cn1. Yields the product CC1(C)C(=O)c2ccccc2C1n1ccnc1. RXN SMILES: [CH3:51][CH2:52][O:53][C:54](=[O:55])[CH3:56].[CH:16]([N:17]([CH:18]([CH3:19])[CH3:20])[CH2:21][CH3:22])([CH3:23])[CH3:24].[Cl:43][CH2:44][Cl:45].[F:1][C:2]([F:3])([F:4])[S:5]([O:6][S:7]([C:8]([F:9])([F:10])[F:11])(=[O:12])=[O:13])(=[O:14])=[O:15].[Na+:50].[O-:46][C:47]([OH:48])=[O:49].[OH:25][CH:26]1[C:27]([CH3:36])([CH3:37])[C:28](=[O:35])[c:29]2[cH:30][cH:31][cH:32][cH:33][c:34]21.[nH:38]1[cH:39][n:40][cH:41][cH:42]1>>[CH:26]1([n:38]2[cH:39][n:40][cH:41][cH:42]2)[C:27]([CH3:36])([CH3:37])[C:28](=[O:35])[c:29]2[cH:30][cH:31][cH:32][cH:33][c:34]21. Starting materials: ClC1=CC=C(C=C1)C(CO)(CCCC)CN1N=CN=C1 (2-(4-chlorophenyl)-2-[(1,2,4-triazol-1-yl)methyl]hexan-1-ol), 3, CI (methyl iodide), [H-].[Na+] (sodium hydride). Solvent: CN(C=O)C (dimethylformamide), hexanes, CN(C=O)C (dimethylformamide). Reaction conditions: temperature 10 celsius, time 8 hour. Yields the product ClC1=CC=C(C=C1)C(CN1N=CN=C1)(CCCC)COC (1-[2-(4-chlorophenyl)-2-(methoxymethyl)hexyl]-1,2,4-triazole). Yield: 68.7%. As a reaction SMILES: [H-].[Na+].[Cl:3][C:4]1[CH:9]=[CH:8][C:7]([C:10]([CH2:17][N:18]2[CH:22]=[N:21][CH:20]=[N:19]2)([CH2:13][CH2:14][CH2:15][CH3:16])[CH2:11][OH:12])=[CH:6][CH:5]=1.[CH3:23]I>CN(C)C=O>[Cl:3][C:4]1[CH:9]=[CH:8][C:7]([C:10]([CH2:11][O:12][CH3:23])([CH2:13][CH2:14][CH2:15][CH3:16])[CH2:17][N:18]2[CH:22]=[N:21][CH:20]=[N:19]2)=[CH:6][CH:5]=1 |f:0.1|. Procedure: To a 100 mL 3 neck flask stirring under nitrogen was charged 0.40 g (0.010 mole) of 60% sodium hydride, prewashed with hexanes, in 30 mL of dimethylformamide. The slurry was cooled to 10° C. and 2.12 g (0.00723 mole) of 2-(4-chlorophenyl)-2-[(1,2,4-triazol-1-yl)methyl]hexan-1-ol in 15 mL of dimethylformamide was added over 15 minutes. The reaction was warmed to room temperature and 1.17 g (0.00812 mole) of methyl iodide was added directly and the reaction was stirred overnight at room temperatur... The reactants are C1(CCCCC1)\C=C(/C(C(C)(C)C)=O)\N1N=CN=C1 ((E)-1-cyclohexyl-4,4-dimethy-2-(1,2,4-triazol-1-yl)-pent-1-en-3-one), [BH4-].[Na+] (sodium borohydride). Solvent: CO (methanol). Yields the product C1(CCCCC1)\C=C(/C(C(C)(C)C)O)\N1N=CN=C1 (racemic (E)-1-cyclohexyl-4,4-dimethyl-3-hydroxy-2-(1,2,4-triazol-1-yl)-pent-1-ene). Yield: 55.1%. Reaction SMILES: [CH:1]1(/[CH:7]=[C:8](/[N:15]2[CH:19]=[N:18][CH:17]=[N:16]2)\[C:9](=[O:14])[C:10]([CH3:13])([CH3:12])[CH3:11])[CH2:6][CH2:5][CH2:4][CH2:3][CH2:2]1.[BH4-].[Na+]>CO>[CH:1]1(/[CH:7]=[C:8](/[N:15]2[CH:19]=[N:18][CH:17]=[N:16]2)\[CH:9]([OH:14])[C:10]([CH3:13])([CH3:12])[CH3:11])[CH2:2][CH2:3][CH2:4][CH2:5][CH2:6]1 |f:1.2|. Procedure details: 26 g (0.1 mol) of (E)-1-cyclohexyl-4,4-dimethy-2-(1,2,4-triazol-1-yl)-pent-1-en-3-one are taken up in 200 ml of methanol, and 4.5 g of sodium borohydride are added in portions, while stirring and cooling. When the reaction has ended, the reaction mixture is brought to pH 6 and concentrated. The residue is taken up 200 ml of methylene chloride, the mixture is washed with saturated sodium bicarbonate solution, dried over sodium sulphate and filtered and the filtrate is concentrated. The residue is... Reactants: Grignard Reagent, [Mg] (magnesium), CI (methyl iodide), [Mg] (magnesium), C(=O)=O (dry ice), [Cl-].[NH4+] (ammonium chloride), C(=O)=O (dry ice), ClC=1C(=C(C=CC1)N1C=CC=C1)C (1-(3-chloro-2-methylphenyl)pyrrole), II (iodine). The reagents and catalysts are CI (methyl iodide). Run in O1CCCC1 (tetrahydrofuran), O1CCCC1 (tetrahydrofuran), O1CCCC1 (tetrahydrofuran), C(C)OCC (diethyl ether), O1CCCC1 (tetrahydrofuran). The product is CC1=C(C(=O)O)C=CC=C1N1C=CC=C1 (2-methyl-3-(pyrrol-1-yl)benzoic acid). RXN SMILES: [Mg].Cl[C:3]1[C:4]([CH3:14])=[C:5]([N:9]2[CH:13]=[CH:12][CH:11]=[CH:10]2)[CH:6]=[CH:7][CH:8]=1.II.CI.[C:19](=[O:21])=[O:20].[Cl-].[NH4+]>CI.C(OCC)C.O1CCCC1>[CH3:14][C:4]1[C:5]([N:9]2[CH:13]=[CH:12][CH:11]=[CH:10]2)=[CH:6][CH:7]=[CH:8][C:3]=1[C:19]([OH:21])=[O:20] |f:5.6|. Procedure details: A sample of 1.27 grams (0.052 mole) of magnesium metal was placed in a Morton Flask. The flask and contents were flame-dried under a nitrogen atmosphere. After the flask and contents were cooled, 10.0 grams (0.052 mole) of 1-(3-chloro-2-methylphenyl)pyrrole, a few crystals of iodine, and 20 ml of tetrahydrofuran were added; followed by three drops of methyl iodide. The reaction was commenced by the addition of an external Grignard Reagent of magnesium, methyl iodide and tetrahydrofuran. Once sta... Starting materials: [OH-].[Na+] (sodium hydroxide), BrC=1N=C(N(C1/C=C/C(=O)OC)CC1=C(C=C(C=C1)Cl)Cl)C (Methyl (E)-3-(4-bromo-1-(2,4-dichlorobenzyl)-2-methyl-imidazol-5-yl)-2-propenoate), Cl (hydrochloric acid). Reaction SMILES: [Br:1][C:2]1[N:3]=[C:4]([CH3:22])[N:5]([CH2:13][C:14]2[CH:19]=[CH:18][C:17]([Cl:20])=[CH:16][C:15]=2[Cl:21])[C:6]=1/[CH:7]=[CH:8]/[C:9]([O:11]C)=[O:10].[OH-].[Na+].Cl>CO>[Br:1][C:2]1[N:3]=[C:4]([CH3:22])[N:5]([CH2:13][C:14]2[CH:19]=[CH:18][C:17]([Cl:20])=[CH:16][C:15]=2[Cl:21])[C:6]=1/[CH:7]=[CH:8]/[C:9]([OH:11])=[O:10] |f:1.2|. Run in CO (methanol). Isolated yield 98.7%. Product: BrC=1N=C(N(C1/C=C/C(=O)O)CC1=C(C=C(C=C1)Cl)Cl)C ((E)-3-(4-bromo-1-(2,4-dichlorobenzyl)-2-methylimidazol-5-yl)-2-propenoic acid). Reported procedure: Methyl (E)-3-(4-bromo-1-(2,4-dichlorobenzyl)-2-methyl-imidazol-5-yl)-2-propenoate (800 mg) was dissolved in 20 ml of methanol, and then 20 ml of 1N sodium hydroxide was added to the solution. After being heated under reflux for 30 minutes, the solution was adjusted to an acidic pH with 1N hydrochloric acid under cooling with ice, and extracted with dichloromethane. The organic layer was washed with a sodium chloride aqueous solution, dried over anhydrous magnesium sulfate, and then the solvent w...